Dataset: the Open Reaction Database (ORD), a public repository of structured organic reaction records. Task: describe an organic reaction: reactants, conditions, products, and yield Starting materials: BrCC(C(C(=O)OCC)C(C)C)=O (ethyl 4-bromo-2-isopropyl-3-oxobutanoate), Br (hydrogen bromide). Conditions: temperature 100 celsius. The product is OC1=C(C(OC1)=O)C(C)C (4-hydroxy-3-isopropylfuran-2(5H)-one). RXN SMILES: BrC[C:3](=[O:13])[CH:4]([CH:10]([CH3:12])[CH3:11])[C:5]([O:7][CH2:8]C)=[O:6].Br>>[OH:13][C:3]1[CH2:8][O:7][C:5](=[O:6])[C:4]=1[CH:10]([CH3:11])[CH3:12]. Reported procedure: A mixture of ethyl 4-bromo-2-isopropyl-3-oxobutanoate (7.1 g, 28 mmol) and hydrogen bromide (48%, 0.032 mL, 0.28 mmol) was heated at 100° C. for 8 h. After cooling to rt, the solid was collected by filtration followed by diethyl ether washing to give 4-hydroxy-3-isopropylfuran-2(5H)-one. LCMS: (M+1)+:143.09. The reactants are CONS(=O)(=O)C (O-methyl-N -methylsulfonylhydroxylamine), ClS(=O)(=O)N=C=O (chlorosulfonyl isocyanate). Solvent: ClC1=CC=CC=C1 (chlorobenzene). The product is CS(=O)(=O)N(S(=O)(=O)N=C=O)OC (N-Methylsulfonyl-methoxyamino-sulfonyl isocyanate). Reaction SMILES: [CH3:1][O:2][NH:3][S:4]([CH3:7])(=[O:6])=[O:5].Cl[S:9]([N:12]=[C:13]=[O:14])(=[O:11])=[O:10]>ClC1C=CC=CC=1>[CH3:7][S:4]([N:3]([O:2][CH3:1])[S:9]([N:12]=[C:13]=[O:14])(=[O:11])=[O:10])(=[O:6])=[O:5]. Reported procedure: 3.4 g (0.0272 mol) of O-methyl-N -methylsulfonylhydroxylamine (prepared in accordance with Z. Naturforsch. 36b, 1673 (1981)) are suspended in 80 ml of anhydrous chlorobenzene, and 2.53 ml (4.10 g; 0.029 mol) of chlorosulfonyl isocyanate are added at 0° C. The reaction mixture is then heated slowly while nitrogen is passed through, during which process the suspension changes into a clear solution at 40° C. After the mixture has been refluxed for about 3 hours, it is cooled and evaporated in a rot... The reactants are COC1=CC=C(C=C1)C1=CC2=C(S1)C=C(C=C2)OC (2-(4-methoxyphenyl)-6-methoxybenzo[b]thiophene), BrBr (bromine). The solvent is C(Cl)(Cl)Cl (chloroform), C(Cl)(Cl)Cl (chloroform). Product: COC1=CC=C(C=C1)C1=C(C2=C(S1)C=C(C=C2)OC)Br (2-(4-methoxyphenyl)-3-bromo-6-methoxybenzo[b]thiophene). Yield: 97.9%. Reaction SMILES: [CH3:1][O:2][C:3]1[CH:8]=[CH:7][C:6]([C:9]2[S:13][C:12]3[CH:14]=[C:15]([O:18][CH3:19])[CH:16]=[CH:17][C:11]=3[CH:10]=2)=[CH:5][CH:4]=1.[Br:20]Br>C(Cl)(Cl)Cl>[CH3:1][O:2][C:3]1[CH:8]=[CH:7][C:6]([C:9]2[S:13][C:12]3[CH:14]=[C:15]([O:18][CH3:19])[CH:16]=[CH:17][C:11]=3[C:10]=2[Br:20])=[CH:5][CH:4]=1. Procedure: To a solution of 2-(4-methoxyphenyl)-6-methoxybenzo[b]thiophene (27.0 g, 100 mmol)in 1.10 L of chloroform at 60° C. was added bromine (15.98 g, 100 mmol) dropwise dissolved in 200 mL of chloroform. After the addition was complete, the reaction was cooled to room temperature, and the solvent removed in vacuo to provide 34.2 g (100%) of 2-(4-methoxyphenyl)-3-bromo-6-methoxybenzo[b]thiophene as a white solid. mp 83-85° C. 1H NMR (DMSO-d6) δ7.70-7.62 (m, 4H), 7.17 (dd, J=8.6, 2.0 Hz, 1H), 7.09 (d, J... Starting materials: ClC1=C2N=CN(C2=NC(=N1)NC=O)OCCCCP(=O)(OCC)OCC (6-chloro-9-[4-(diethoxyphosphoryl)butoxy]-2-formamidopurine), C(=O)O (formic acid). Product: C(C)OP(=O)(OCC)CCCCON1C=2N=C(NC(C2N=C1)=O)N (9-[4-(Diethoxyphosphoryl)butoxy]guanine). Isolated yield 76.0%. Reaction SMILES: Cl[C:2]1[N:10]=[C:9]([NH:11]C=O)[N:8]=[C:7]2[C:3]=1[N:4]=[CH:5][N:6]2[O:14][CH2:15][CH2:16][CH2:17][CH2:18][P:19]([O:24][CH2:25][CH3:26])([O:21][CH2:22][CH3:23])=[O:20].C(O)=[O:28]>>[CH2:22]([O:21][P:19]([CH2:18][CH2:17][CH2:16][CH2:15][O:14][N:6]1[CH:5]=[N:4][C:3]2[C:2](=[O:28])[NH:10][C:9]([NH2:11])=[N:8][C:7]1=2)([O:24][CH2:25][CH3:26])=[O:20])[CH3:23]. Procedure: A solution of 6-chloro-9-[4-(diethoxyphosphoryl)butoxy]-2-formamidopurine (0.220 g, 0.54 mmol) in 80% formic acid (5 ml) was stirred at 80° C. for 5 hr. The solvent was evaporated under vacuum and the residue coevaporated with toluene (2×10 ml). The residue was chromatographed on silica gel (eluted with chloroform-ethanol 9:1) to give the title compound (0.148 g, 76%). 1H NMR: δH ((CD3)2SO) 1.22 (6H, t, J=7 Hz, (OCH2CH3)2), 1.64 (2H, m, CH2P), 1.79 (4H, m, CH2CH2), 3.9 (4H, m, (OCH2CH3)2), 4.26 ... The reactants are O=C1CCC(=O)N1Br, COC(=O)c1ccc(=O)n(C)c1Nc1ccc(Br)cc1F, CN(C)C=O. Yields the product COC(=O)c1cc(Br)c(=O)n(C)c1Nc1ccc(Br)cc1F. As a reaction SMILES: [Br:22][N:23]1[C:24](=[O:25])[CH2:26][CH2:27][C:28]1=[O:29].[CH3:1][O:2][C:3](=[O:4])[c:5]1[c:6]([NH:13][c:14]2[c:15]([F:21])[cH:16][c:17]([Br:20])[cH:18][cH:19]2)[n:7]([CH3:12])[c:8](=[O:11])[cH:9][cH:10]1.[O:30]=[CH:31][N:32]([CH3:33])[CH3:34]>>[CH3:1][O:2][C:3](=[O:4])[c:5]1[c:6]([NH:13][c:14]2[c:15]([F:21])[cH:16][c:17]([Br:20])[cH:18][cH:19]2)[n:7]([CH3:12])[c:8](=[O:11])[c:9]([Br:22])[cH:10]1. Starting materials: CC1OC2(CN3CCC2CC3)CS1 (2-methylspiro(1,3-oxathiolane-5,3′-quinuclidine)), S (hydrogen sulfide), epoxide, C=C1CN2CCC1CC2 (3-methylenequinuclidine). Yields the product OC1(CN2CCC1CC2)CS (3-hydroxy-3-mercaptomethylquinuclidine). Reaction SMILES: CC1[S:13][CH2:12][C:4]2([CH:9]3[CH2:10][CH2:11][N:6]([CH2:7][CH2:8]3)[CH2:5]2)[O:3]1.C=C1C2CCN(CC2)C1.S>>[OH:3][C:4]1([CH2:12][SH:13])[CH:9]2[CH2:10][CH2:11][N:6]([CH2:7][CH2:8]2)[CH2:5]1. Reported procedure: U.S. Pat. No. 4,855,290 describes a process for the preparation of 2-methylspiro(1,3-oxathiolane-5,3′-quinuclidine) (1), which comprises the preparation of the epoxide of 3-methylenequinuclidine, which is subsequently reacted with hydrogen sulfide to produce 3-hydroxy-3-mercaptomethylquinuclidine and is condensed with acetaldehyde in the presence of a Lewis acid (e.g. boron trifluoride etherate) to provide 2-methylspiro(1,3-oxathiolane-5,3′-quinuclidine).